Dataset: the Open Reaction Database (ORD), a public repository of structured organic reaction records. Task: describe an organic reaction: reactants, conditions, products, and yield The reactants are COC1=C[C@@]23CCCN2CCC4=CC5=C(C=C4[C@@H]3[C@@H]1O)OCO5 ((+)-cephalotaxine). The solvent is C(Cl)(Cl)Cl (CHCl3), C(Cl)(Cl)Cl (CHCl3). Product: COC1=C[C@]23CCCN2CCC4=CC5=C(C=C4[C@@H]3[C@@H]1O)OCO5 ((−) Cephalotaxine). As a reaction SMILES: [CH3:1][O:2][C:3]1[C@@H:19]([OH:20])[C@@H:18]2[C@:5]3([N:9]([CH2:10][CH2:11][C:12]4[C:17]2=[CH:16][C:15]2[O:21][CH2:22][O:23][C:14]=2[CH:13]=4)[CH2:8][CH2:7][CH2:6]3)[CH:4]=1>C(Cl)(Cl)Cl>[CH3:1][O:2][C:3]1[C@@H:19]([OH:20])[C@@H:18]2[C@@:5]3([N:9]([CH2:10][CH2:11][C:12]4[C:17]2=[CH:16][C:15]2[O:21][CH2:22][O:23][C:14]=2[CH:13]=4)[CH2:8][CH2:7][CH2:6]3)[CH:4]=1. Reported procedure: Batch A: 1H NMR 400 MHz (CDCl3) (d ppm): 6.06 (1H, OCH2O (+)-cephalotaxine) and 5.82 (1H, OCH2O (+)-cephalotaxine); 5.99 (1H, OCH2O (−)-cephalotaxine) and 5.76 (1H, OCH2O (−)-cephalotaxine). Presence of 11±5% de (+)-cephalotaxine. [a]22=−134,02° (c=0,214; CHCl3): calculated rate 25±5% Batch B: slightly racemized (1%) [a]19=−173,3° (c=0,208; CHCl3) Reactants: [Br-], COc1ccccc1N1CCNCC1, Cc1ccccc1, [K+], [Li+], [OH-], OCc1ccc(O)cc1. Yields the product COc1ccccc1N1CCN(Cc2ccc(O)cc2)CC1. RXN SMILES: [Br-:25].[CH3:10][O:11][c:12]1[c:13]([N:18]2[CH2:19][CH2:20][NH:21][CH2:22][CH2:23]2)[cH:14][cH:15][cH:16][cH:17]1.[CH3:28][c:29]1[cH:30][cH:31][cH:32][cH:33][cH:34]1.[K+:27].[Li+:24].[OH-:26].[OH:1][c:2]1[cH:3][cH:4][c:5]([CH2:8][OH:9])[cH:6][cH:7]1>>[OH:1][c:2]1[cH:3][cH:4][c:5]([CH2:8][N:21]2[CH2:20][CH2:19][N:18]([c:13]3[c:12]([O:11][CH3:10])[cH:17][cH:16][cH:15][cH:14]3)[CH2:23][CH2:22]2)[cH:6][cH:7]1.